From a dataset of the Open Reaction Database (ORD), a public repository of structured organic reaction records. describe an organic reaction: reactants, conditions, products, and yield The reactants are C(#N)[BH3-].[Na+] (sodium cyanoborohydride), C=O (formalin), C1(CC1)CN1N=CC2=CC(=CC(=C12)C(C)OCC1(CCN(CC1)C(=O)OC(C)(C)C)C1=CC=C(C=C1)F)C ((±)-tert-Butyl 4-((1-(1-(cyclopropylmethyl)-5-methyl-1H-indazol-7-yl)ethoxy)methyl)-4-(4-fluorophenyl)piperidine-1-carboxylate). The reagents and catalysts are C(C)(=O)O (acetic acid). The solvent is FC(C(=O)O)(F)F (trifluoroacetic acid). Run at time 1 hour. Yields the product C1(CC1)CN1N=CC2=CC(=CC(=C12)C(C)OCC1(CCN(CC1)C)C1=CC=C(C=C1)F)C ((±)-1-(Cyclopropylmethyl)-7-(1-((4-(4-fluorophenyl)-1-methylpiperidin-4-yl)methoxy)ethyl)-5-methyl-1H-indazole). As a reaction SMILES: [CH:1]1([CH2:4][N:5]2[C:13]3[C:8](=[CH:9][C:10]([CH3:38])=[CH:11][C:12]=3[CH:14]([O:16][CH2:17][C:18]3([C:31]4[CH:36]=[CH:35][C:34]([F:37])=[CH:33][CH:32]=4)[CH2:23][CH2:22][N:21]([C:24](OC(C)(C)C)=O)[CH2:20][CH2:19]3)[CH3:15])[CH:7]=[N:6]2)[CH2:3][CH2:2]1.C([BH3-])#N.[Na+].C=O>FC(F)(F)C(O)=O.C(O)(=O)C>[CH:1]1([CH2:4][N:5]2[C:13]3[C:8](=[CH:9][C:10]([CH3:38])=[CH:11][C:12]=3[CH:14]([O:16][CH2:17][C:18]3([C:31]4[CH:32]=[CH:33][C:34]([F:37])=[CH:35][CH:36]=4)[CH2:19][CH2:20][N:21]([CH3:24])[CH2:22][CH2:23]3)[CH3:15])[CH:7]=[N:6]2)[CH2:2][CH2:3]1 |f:1.2|. Procedure: (±)-tert-Butyl 4-((1-(1-(cyclopropylmethyl)-5-methyl-1H-indazol-7-yl)ethoxy)methyl)-4-(4-fluorophenyl)piperidine-1-carboxylate (7 mg, 0.01 mmol) was dissolved in trifluoroacetic acid (50% in dichloromethane, 1 mL) and stirred at room temperature for 1 h. The reaction was concentrated, loaded onto a strong cation exchange cartridge in methanol, and flushed with several volumes of methanol which were discarded. The crude secondary amine was eluted in 2 M ammonia in methanol and concentrated. The r...